Dataset: the Open Reaction Database (ORD), a public repository of structured organic reaction records. Task: describe an organic reaction: reactants, conditions, products, and yield Reactants: C(CCC)[Li] (n-Butyl lithium), ClC=1C=C(C(=O)O)C=CC1Cl (3,4-dichlorobenzoic acid), CI (methyl iodide). Run in O1CCCC1 (tetrahydrofuran). Run at time 3 hour. Product: ClC=1C(=C(C(=O)O)C=CC1Cl)C (3,4-dichloro-2-methylbenzoic acid). As a reaction SMILES: [CH2:1]([Li])CCC.[Cl:6][C:7]1[CH:8]=[C:9]([CH:13]=[CH:14][C:15]=1[Cl:16])[C:10]([OH:12])=[O:11].CI>O1CCCC1>[Cl:6][C:7]1[C:8]([CH3:1])=[C:9]([CH:13]=[CH:14][C:15]=1[Cl:16])[C:10]([OH:12])=[O:11]. Procedure: n-Butyl lithium (2.5M in hexanes, 180 ml) was added during 1 hour to a stirred solution of 3,4-dichlorobenzoic acid (40.0 g) at -78° C. and stirring maintained at that temperature overnight. A solution of methyl iodide (72 ml) in tetrahydrofuran was then added during 1.5 hours and the mixture kept at -78° C. for 3 hours and allowed to warm to room temperature overnight. The solvent was evaporated and the mixture added to water, acidified (concentrated hydrochloric acid) and extracted (ethyl acet... Reactants: BrC(Br)(Br)Br, Cc1cn(C2([SiH](c3ccccc3)c3ccccc3)CC(CCCO)C(COC(C)(C)C)O2)c(=O)n(COCc2ccccc2)c1=O, CO, [Li+], [N-]=[N+]=[N-], CN(C)C=O, c1ccc(P(c2ccccc2)c2ccccc2)cc1. Yields the product Cc1cn(C2([SiH](c3ccccc3)c3ccccc3)CC(CCCN=[N+]=[N-])C(COC(C)(C)C)O2)c(=O)n(COCc2ccccc2)c1=O. Reaction SMILES: [C:70]([Br:71])([Br:72])([Br:73])[Br:74].[CH2:1]([c:2]1[cH:3][cH:4][cH:5][cH:6][cH:7]1)[O:8][CH2:9][n:10]1[c:11](=[O:46])[n:12]([C:13]2([SiH:28]([c:29]3[cH:30][cH:31][cH:32][cH:33][cH:34]3)[c:35]3[cH:36][cH:37][cH:38][cH:39][cH:40]3)[CH2:14][CH:15]([CH2:24][CH2:25][CH2:26][OH:27])[CH:16]([CH2:17][O:18][C:19]([CH3:20])([CH3:21])[CH3:22])[O:23]2)[cH:41][c:42]([CH3:45])[c:43]1=[O:44].[CH3:80][OH:81].[Li+:69].[N-:66]=[N+:67]=[N-:68].[O:75]=[CH:76][N:77]([CH3:78])[CH3:79].[c:47]1([P:48]([c:49]2[cH:50][cH:51][cH:52][cH:53][cH:54]2)[c:55]2[cH:56][cH:57][cH:58][cH:59][cH:60]2)[cH:61][cH:62][cH:63][cH:64][cH:65]1>>[CH2:1]([c:2]1[cH:3][cH:4][cH:5][cH:6][cH:7]1)[O:8][CH2:9][n:10]1[c:11](=[O:46])[n:12]([C:13]2([SiH:28]([c:29]3[cH:30][cH:31][cH:32][cH:33][cH:34]3)[c:35]3[cH:36][cH:37][cH:38][cH:39][cH:40]3)[CH2:14][CH:15]([CH2:24][CH2:25][CH2:26][N:66]=[N+:67]=[N-:68])[CH:16]([CH2:17][O:18][C:19]([CH3:20])([CH3:21])[CH3:22])[O:23]2)[cH:41][c:42]([CH3:45])[c:43]1=[O:44].